Dataset: the Open Reaction Database (ORD), a public repository of structured organic reaction records. Task: describe an organic reaction: reactants, conditions, products, and yield Reactants: O1CCOC12CCC(CC2)=NO (1,4-dioxaspiro[4.5]decan-8-one oxime), [H][H] (hydrogen). The reagents and catalysts are [Ni] (Raney Nickel). The solvent is C(C)O (ethanol), C(C)O (ethanol). Product: O1CCOC12CCC(CC2)N (1,4-dioxaspiro[4.5]dec-8-ylamine). The yield is 91.4%. RXN SMILES: [O:1]1[C:5]2([CH2:10][CH2:9][C:8](=[N:11]O)[CH2:7][CH2:6]2)[O:4][CH2:3][CH2:2]1.[H][H]>C(O)C.[Ni]>[O:1]1[C:5]2([CH2:10][CH2:9][CH:8]([NH2:11])[CH2:7][CH2:6]2)[O:4][CH2:3][CH2:2]1. Procedure details: To a solution of 1,4-dioxaspiro[4.5]decan-8-one oxime (68 g, 400 mmol) in ethanol (200 mL) was added Raney Nickel as a suspension in ethanol (52 mL). The resulting mixture was shaken at 50 psi of hydrogen for 18 hours. The reaction was filtered and concentrated in vacuo to give 57.5g of 1,4-dioxaspiro[4.5]dec-8-ylamine. Starting materials: 9-Borobicyclo[3.3.1, CCCCCCCCC (nonane), C1CCOC1 (THF), C1(CC1)COCC1(CN(CCOC1)C(=O)OC(C)(C)C)O (tert-butyl 6-[(cyclopropylmethoxy)methyl]-6-hydroxy-1,4-oxazepane-4-carboxylate), BrC1=NC(=CC=C1)C (2-bromo-6-methylpyridine), C([O-])([O-])=O.[K+].[K+] (potassium carbonate). The reagents and catalysts are C1(=CC=CC=C1)P(C1=CC=CC=C1)C1=CC=CC=C1.C1(=CC=CC=C1)P(C1=CC=CC=C1)C1=CC=CC=C1.C1(=CC=CC=C1)P(C1=CC=CC=C1)C1=CC=CC=C1.C1(=CC=CC=C1)P(C1=CC=CC=C1)C1=CC=CC=C1.[Pd] (palladium (0) tetrakis(triphenylphosphine)). Solvent: CCCCCC (hexane), C(Cl)Cl (DCM). Run at time 2 hour. Product: CC1=CC=CC(=N1)CC1CN(CCOC1)C(=O)OC(C)(C)C (tert-Butyl 6-[(6-methylpyridin-2-yl)methyl]-1,4-oxazepane-4-carboxylate). As a reaction SMILES: CCCCCCCCC.C1COCC1.C1(CO[CH2:20][C:21]2(O)[CH2:27][O:26][CH2:25][CH2:24][N:23]([C:28]([O:30][C:31]([CH3:34])([CH3:33])[CH3:32])=[O:29])[CH2:22]2)CC1.Br[C:37]1[CH:42]=[CH:41][CH:40]=[C:39]([CH3:43])[N:38]=1.C(=O)([O-])[O-].[K+].[K+]>CCCCCC.C(Cl)Cl.C1(P(C2C=CC=CC=2)C2C=CC=CC=2)C=CC=CC=1.C1(P(C2C=CC=CC=2)C2C=CC=CC=2)C=CC=CC=1.C1(P(C2C=CC=CC=2)C2C=CC=CC=2)C=CC=CC=1.C1(P(C2C=CC=CC=2)C2C=CC=CC=2)C=CC=CC=1.[Pd]>[CH3:43][C:39]1[N:38]=[C:37]([CH2:20][CH:21]2[CH2:27][O:26][CH2:25][CH2:24][N:23]([C:28]([O:30][C:31]([CH3:32])([CH3:33])[CH3:34])=[O:29])[CH2:22]2)[CH:42]=[CH:41][CH:40]=1 |f:4.5.6,9.10.11.12.13|. Reported procedure: 0.5M 9-Borobicyclo[3.3.1]nonane in THF (415 mL, 0.21 mol, 1.1 eq) was added under stirring in a stream of argon at room temperature to tert-butyl 6-[(cyclopropylmethoxy)methyl]-6-hydroxy-1,4-oxazepane-4-carboxylate (Preparation 80, 40 g, 0.19 mol, 1 eq). The reaction mixture was stirred at room temperature for 2 h. After this, the catalyst palladium (0) tetrakis(triphenylphosphine) (4 g, 0.003 mol, 0.02 eq) and 2-bromo-6-methylpyridine (36 g, 0.21 mmol, 1.1 eq) were added to the mixture, and the...